From a dataset of the Open Reaction Database (ORD), a public repository of structured organic reaction records. describe an organic reaction: reactants, conditions, products, and yield Starting materials: CCCCc1nc(Cl)c(CO)n1Cc1ccc(-c2cccc(C(=O)OC)c2)cc1, C, CO, [Pd]. Product: CCCCc1ncc(CO)n1Cc1ccc(-c2cccc(C(=O)OC)c2)cc1. RXN SMILES: [C:1](=[O:2])([O:3][CH3:4])[c:5]1[cH:6][c:7](-[c:11]2[cH:12][cH:13][c:14]([CH2:17][n:18]3[c:19]([CH2:26][CH2:27][CH2:28][CH3:29])[n:20][c:21]([Cl:25])[c:22]3[CH2:23][OH:24])[cH:15][cH:16]2)[cH:8][cH:9][cH:10]1.[C:30].[CH3:32][OH:33].[Pd:31]>>[C:1](=[O:2])([O:3][CH3:4])[c:5]1[cH:6][c:7](-[c:11]2[cH:12][cH:13][c:14]([CH2:17][n:18]3[c:19]([CH2:26][CH2:27][CH2:28][CH3:29])[n:20][cH:21][c:22]3[CH2:23][OH:24])[cH:15][cH:16]2)[cH:8][cH:9][cH:10]1. Reactants: ClC1=CC(=NC=2N1N=C(C2)C)NC(C2=CC=C(C=C2)C(C)(C)O)=O (N-(7-chloro-2-methylpyrazolo[1,5-a]pyrimidin-5-yl)-4-(2-hydroxypropan-2-yl)benzamide), N1(CCNCCC1)C=O (1,4-diazepane-1-carbaldehyde). The reagents and catalysts are CS(=O)C (DMSO). Run in O1CCOCC1 (Dioxane), CO (methanol). Yields the product C(=O)N1CCN(CCC1)C1=CC(=NC=2N1N=CC2)NC(C2=CC=C(C=C2)C(C)(C)O)=O (N-(7-(4-formyl-1,4-diazepan-1-yl)pyrazolo[1,5-a]pyrimidin-5-yl)-4-(2-hydroxypropan-2-yl)benzamide). The yield is 50.0%. Reaction SMILES: Cl[C:2]1[N:7]2[N:8]=[C:9](C)[CH:10]=[C:6]2[N:5]=[C:4]([NH:12][C:13](=[O:24])[C:14]2[CH:19]=[CH:18][C:17]([C:20]([OH:23])([CH3:22])[CH3:21])=[CH:16][CH:15]=2)[CH:3]=1.[N:25]1([CH:32]=[O:33])[CH2:31][CH2:30][CH2:29][NH:28][CH2:27][CH2:26]1>O1CCOCC1.CS(C)=O.CO>[CH:32]([N:25]1[CH2:31][CH2:30][CH2:29][N:28]([C:2]2[N:7]3[N:8]=[CH:9][CH:10]=[C:6]3[N:5]=[C:4]([NH:12][C:13](=[O:24])[C:14]3[CH:15]=[CH:16][C:17]([C:20]([OH:23])([CH3:22])[CH3:21])=[CH:18][CH:19]=3)[CH:3]=2)[CH2:27][CH2:26]1)=[O:33]. Procedure details: A solution of N-(7-chloropyrazolo[1,5-a]pyrimidin-5-yl)-4-(2-hydroxypropan-2-yl)benzamide (2D, 200 mg, 0.604 mmol) and 1,4-diazepane-1-carbaldehyde (116 mg, 0.906 mmol) in Dioxane (6 mL) was stirred at 85° C. overnight. After cooling to room temperature, the mixture was diluted with a few drops of DMSO and methanol, and was then purified by preparatory HPLC, 5-95% (MeCN/H2O gradient+0.01% TFA). Lyophilization of the combined fractions gave the titled compound as a yellow solid (127.7 mg, 50%). 1... Reaction conditions: time 4 hour. The reactants are BrC=1C=NC=C(C(=O)O)C1 (5-bromonicotinic acid), S(=O)(Cl)Cl (thionyl chloride). Procedure: 2.00 g (9.90 mmol) 5-bromonicotinic acid were mixed with 20 mL thionyl chloride and boiled for 4 h. The mixture was evaporated to dryness i. vac. and coevaporated twice with toluene. The residue was reacted further as the crude product. Reaction SMILES: [Br:1][C:2]1[CH:3]=[N:4][CH:5]=[C:6]([CH:10]=1)[C:7](O)=[O:8].S(Cl)([Cl:13])=O>>[ClH:13].[Br:1][C:2]1[CH:3]=[N:4][CH:5]=[C:6]([CH:10]=1)[C:7]([Cl:13])=[O:8] |f:2.3|. Yields the product Cl.BrC=1C=NC=C(C(=O)Cl)C1 (5-bromo-nicotinic acid chloride hydrochloride). Reactants: OC1CC(CCC1)OCC1=C(C(=O)OC)C(=CC=C1)C (methyl 2-(3-hydroxycyclohexyloxymethyl)-6-methylbenzoate), CC1=C(C=CC=C1)C=1OC(=C(N1)CI)C (2-(2-methylphenyl)-4-iodomethyl-5-methyloxazole). The product is CC1=C(C=CC=C1)C=1OC(=C(N1)COC1CC(CCC1)OCC1=C(C(=O)O)C(=CC=C1)C)C (2-{3-[2-(2-Methylphenyl)-5-methyloxazol-4-ylmethoxy]cyclohexyloxymethyl}-6-methylbenzoic acid). RXN SMILES: [OH:1][CH:2]1[CH2:7][CH2:6][CH2:5][CH:4]([O:8][CH2:9][C:10]2[CH:19]=[CH:18][CH:17]=[C:16]([CH3:20])[C:11]=2[C:12]([O:14]C)=[O:13])[CH2:3]1.[CH3:21][C:22]1[CH:27]=[CH:26][CH:25]=[CH:24][C:23]=1[C:28]1[O:29][C:30]([CH3:35])=[C:31]([CH2:33]I)[N:32]=1>>[CH3:21][C:22]1[CH:27]=[CH:26][CH:25]=[CH:24][C:23]=1[C:28]1[O:29][C:30]([CH3:35])=[C:31]([CH2:33][O:1][CH:2]2[CH2:7][CH2:6][CH2:5][CH:4]([O:8][CH2:9][C:10]3[CH:19]=[CH:18][CH:17]=[C:16]([CH3:20])[C:11]=3[C:12]([OH:14])=[O:13])[CH2:3]2)[N:32]=1. Reported procedure: Using methyl 2-(3-hydroxycyclohexyloxymethyl)-6-methylbenzoate and 2-(2-methylphenyl)-4-iodomethyl-5-methyloxazole as starting materials in the procedure of Example XXXI, gave the product 63 of molecular weight 449.55 (C27H31NO5), MS(ESI): 450.20 (M+H+). Starting materials: Cl.NO (hydroxylamine hydrochloride), C([O-])(O)=O.[Na+] (sodium bicarbonate), [OH-].[Na+] (sodium hydroxide), C(C)(C)N1CC2=CC=CC=C2CC1CONC(=O)C1=CC=C(C(=O)O)C=C1 (4-[(N-isopropyl-1,2,3,4-tetrahydroisoquinol-3-yl)methyloxycarbamoyl]benzoic acid), S(=O)(Cl)Cl (thionyl chloride). The solvent is O (water), O1CCCC1 (tetrahydrofuran), C(Cl)(Cl)Cl (chloroform). Yields the product Cl.C(C)(C)N1CC2=CC=CC=C2CC1CONC(=O)C1=CC=C(C(=O)NO)C=C1 (4-[(N-isopropyl-1,2,3,4-tetrahydroisoquinol-3-yl)methyloxycarbamoyl]benzohydroxamic acid hydrochloride). Isolated yield 64.1%. As a reaction SMILES: [CH:1]([N:4]1[CH:13]([CH2:14][O:15][NH:16][C:17]([C:19]2[CH:27]=[CH:26][C:22]([C:23](O)=[O:24])=[CH:21][CH:20]=2)=[O:18])[CH2:12][C:11]2[C:6](=[CH:7][CH:8]=[CH:9][CH:10]=2)[CH2:5]1)([CH3:3])[CH3:2].S(Cl)([Cl:30])=O.Cl.[NH2:33][OH:34].C(=O)(O)[O-].[Na+].[OH-].[Na+]>C(Cl)(Cl)Cl.O.O1CCCC1>[ClH:30].[CH:1]([N:4]1[CH:13]([CH2:14][O:15][NH:16][C:17]([C:19]2[CH:27]=[CH:26][C:22]([C:23]([NH:33][OH:34])=[O:24])=[CH:21][CH:20]=2)=[O:18])[CH2:12][C:11]2[C:6](=[CH:7][CH:8]=[CH:9][CH:10]=2)[CH2:5]1)([CH3:3])[CH3:2] |f:2.3,4.5,6.7,11.12|. Procedure details: A solution of 4-[(N-isopropyl-1,2,3,4-tetrahydroisoquinol-3-yl)methyloxycarbamoyl]benzoic acid (3.0 g, 7.8 mmol) and thionyl chloride (1.7 ml, 23 mmol) in chloroform (100 ml) was refluxed for 3 hours, then the solvent and thionyl chloride were evaporated. Crude was dissolved in chloroform (100 ml) and evaporated to dryness three times. Crude was dissolved in tetrahydrofuran (50 ml) and added to a solution of hydroxylamine hydrochloride (0.65 g, 9.4 mmol) and sodium bicarbonate (1.3 g, 15.7 mmol)...